Dataset: the Open Reaction Database (ORD), a public repository of structured organic reaction records. Task: describe an organic reaction: reactants, conditions, products, and yield Reactants: CC(C)(C)[Si](C)(C)OCCCBr, O=C([O-])[O-], [Cs+], [Cs+], CN(C)C=O, CCOC(=O)CC1OB(O)c2cc(O)cc(C)c21. Yields the product CCOC(=O)CC1OB(O)c2cc(OCCCO[Si](C)(C)C(C)(C)C)cc(C)c21. As a reaction SMILES: [Br:25][CH2:26][CH2:27][CH2:28][O:29][Si:30]([CH3:31])([CH3:32])[C:33]([CH3:34])([CH3:35])[CH3:36].[C:19](=[O:20])([O-:21])[O-:22].[Cs+:23].[Cs+:24].[O:37]=[CH:38][N:39]([CH3:40])[CH3:41].[OH:1][B:2]1[O:3][CH:4]([CH2:13][C:14](=[O:15])[O:16][CH2:17][CH3:18])[c:5]2[c:6]1[cH:7][c:8]([OH:12])[cH:9][c:10]2[CH3:11]>>[OH:1][B:2]1[O:3][CH:4]([CH2:13][C:14](=[O:15])[O:16][CH2:17][CH3:18])[c:5]2[c:6]1[cH:7][c:8]([O:12][CH2:26][CH2:27][CH2:28][O:29][Si:30]([CH3:31])([CH3:32])[C:33]([CH3:34])([CH3:35])[CH3:36])[cH:9][c:10]2[CH3:11].